This data is from the Open Reaction Database (ORD), a public repository of structured organic reaction records. The task is: describe an organic reaction: reactants, conditions, products, and yield Reactants: CCO, C=CS(C)(=O)=O, ClCCl, CC(C)(C)OC(=O)N1CC(c2cc(F)ccc2F)=CC1c1ccccc1, C1COCCO1, O=C(O)C(F)(F)F. Product: CS(=O)(=O)CCN1CC(c2cc(F)ccc2F)=CC1c1ccccc1. RXN SMILES: [CH3:43][CH2:44][OH:45].[CH:37](=[CH2:38])[S:39](=[O:40])(=[O:41])[CH3:42].[Cl:27][CH2:28][Cl:29].[F:1][c:2]1[c:3]([C:9]2=[CH:10][CH:11]([c:21]3[cH:22][cH:23][cH:24][cH:25][cH:26]3)[N:12]([C:14]([O:15][C:16]([CH3:17])([CH3:18])[CH3:19])=[O:20])[CH2:13]2)[cH:4][c:5]([F:8])[cH:6][cH:7]1.[O:46]1[CH2:47][CH2:48][O:49][CH2:50][CH2:51]1.[OH:30][C:31]([C:32]([F:33])([F:34])[F:35])=[O:36]>>[F:1][c:2]1[c:3]([C:9]2=[CH:10][CH:11]([c:21]3[cH:22][cH:23][cH:24][cH:25][cH:26]3)[N:12]([CH2:14][CH2:37][S:39](=[O:40])(=[O:41])[CH3:42])[CH2:13]2)[cH:4][c:5]([F:8])[cH:6][cH:7]1. The reactants are FC=1C=CC=2C3=C(NC2C1)C(=CNCC3)C(=O)OCC (ethyl 8-fluoro-1,2,3,6-tetrahydroazepino[4,5-b]indole-5-carboxylate), C(C1=CC=CC=C1)(=O)Cl (benzoyl chloride). The product is FC=1C=CC=2C3=C(NC2C1)C(=CN(CC3)C(C3=CC=CC=C3)=O)C(=O)OCC (Ethyl 8-Fluoro-3-Benzoyl-1,2,3,6-Tetrahydroazepino[4,5-b]Indole-5-Carboxylate). RXN SMILES: [F:1][C:2]1[CH:3]=[CH:4][C:5]2[C:6]3[CH2:15][CH2:14][NH:13][CH:12]=[C:11]([C:16]([O:18][CH2:19][CH3:20])=[O:17])[C:7]=3[NH:8][C:9]=2[CH:10]=1.[C:21](Cl)(=[O:28])[C:22]1[CH:27]=[CH:26][CH:25]=[CH:24][CH:23]=1>>[F:1][C:2]1[CH:3]=[CH:4][C:5]2[C:6]3[CH2:15][CH2:14][N:13]([C:21](=[O:28])[C:22]4[CH:27]=[CH:26][CH:25]=[CH:24][CH:23]=4)[CH:12]=[C:11]([C:16]([O:18][CH2:19][CH3:20])=[O:17])[C:7]=3[NH:8][C:9]=2[CH:10]=1. Reported procedure: The title compound was prepared in a manner similar to that described in Example 2A by using ethyl 8-fluoro-1,2,3,6-tetrahydroazepino[4,5-b]indole-5-carboxylate and benzoyl chloride; 1H-NMR (CDCl3): δ 10.57 (1H, br s), 8.05 (1H, s), 7.55 (3H, m), 7.45 (3H, m), 7.05 (1H, dd), 6.87 (1H, m), 4.22 (4H, m), 3.24 (2H, t), 1.2 (3H, t); MS (ES): 379 (MH+).